This data is from the Open Reaction Database (ORD), a public repository of structured organic reaction records. The task is: describe an organic reaction: reactants, conditions, products, and yield Starting materials: F[B-](F)(F)F, CC(C)(C)OC(=O)NCCCN, O=C(O)CNC(=O)OCc1ccccc1, CN1CCOCC1, CN(C)C=O, CN(C)C(On1nnc2ccccc21)=[N+](C)C. Product: CC(C)(C)OC(=O)NCCCNC(=O)CNC(=O)OCc1ccccc1. As a reaction SMILES: [B-:35]([F:36])([F:37])([F:38])[F:39].[C:1]([CH3:2])([CH3:3])([CH3:4])[O:5][C:6]([NH:7][CH2:8][CH2:9][CH2:10][NH2:11])=[O:12].[CH2:13]([c:14]1[cH:15][cH:16][cH:17][cH:18][cH:19]1)[O:20][C:21](=[O:22])[NH:23][CH2:24][C:25](=[O:26])[OH:27].[CH3:28][N:29]1[CH2:30][CH2:31][O:32][CH2:33][CH2:34]1.[CH3:57][N:58]([CH3:59])[CH:60]=[O:61].[n:40]1([O:41][C:42]([N:43]([CH3:44])[CH3:45])=[N+:46]([CH3:47])[CH3:48])[c:49]2[cH:50][cH:51][cH:52][cH:53][c:54]2[n:55][n:56]1>>[C:1]([CH3:2])([CH3:3])([CH3:4])[O:5][C:6]([NH:7][CH2:8][CH2:9][CH2:10][NH:11][C:25]([CH2:24][NH:23][C:21]([O:20][CH2:13][c:14]1[cH:15][cH:16][cH:17][cH:18][cH:19]1)=[O:22])=[O:26])=[O:12]. Product: FC(C1=C(CN2N=CC3=CC(=CC=C23)\C=C/2\C(N(C(S2)=O)C[C@H]2N(CCC2)C)=O)C=CC(=C1)C(F)(F)F)(F)F ((5Z)-5-({1-[2,4-Bis(trifluoromethyl)benzyl]-1H-indazol-5-yl}methylidene)-3-{[(2S)-1-methylpyrrolidin-2-yl]methyl}-1,3-thiazolidine-2,4-dione). As a reaction SMILES: [CH3:1][N:2]1[CH2:6][CH2:5][CH2:4][C@H:3]1[CH2:7][N:8]1[C:12](=[O:13])[CH2:11][S:10][C:9]1=[O:14].[F:15][C:16]([F:40])([F:39])[C:17]1[CH:34]=[C:33]([C:35]([F:38])([F:37])[F:36])[CH:32]=[CH:31][C:18]=1[CH2:19][N:20]1[C:28]2[C:23](=[CH:24][C:25]([CH:29]=O)=[CH:26][CH:27]=2)[CH:22]=[N:21]1>>[F:40][C:16]([F:15])([F:39])[C:17]1[CH:34]=[C:33]([C:35]([F:36])([F:37])[F:38])[CH:32]=[CH:31][C:18]=1[CH2:19][N:20]1[C:28]2[C:23](=[CH:24][C:25](/[CH:29]=[C:11]3/[C:12](=[O:13])[N:8]([CH2:7][C@@H:3]4[CH2:4][CH2:5][CH2:6][N:2]4[CH3:1])[C:9](=[O:14])[S:10]/3)=[CH:26][CH:27]=2)[CH:22]=[N:21]1. The reactants are CN1[C@@H](CCC1)CN1C(SCC1=O)=O ({[(2S)-1-methylpyrrolidin-2-yl]methyl}-1,3-thiazolidine-2,4-dione), FC(C1=C(CN2N=CC3=CC(=CC=C23)C=O)C=CC(=C1)C(F)(F)F)(F)F ([2,4-bis(trifluoromethyl)benzyl]-1H-indazol-5-carbaldehyde). Procedure details: (5Z)-5-({1-[2,4-Bis(trifluoromethyl)benzyl]-1H-indazol-5-yl}methylidene)-3-{[(2S)-1-methylpyrrolidin-2-yl]methyl}-1,3-thiazolidine-2,4-dione was prepared from {[(2S)-1-methylpyrrolidin-2-yl]methyl}-1,3-thiazolidine-2,4-dione (from Example 23) and [2,4-bis(trifluoromethyl)benzyl]-1H-indazol-5-carbaldehyde (from Example 6) following General Procedure F. The reactants are CC(=O)O[BH-](OC(C)=O)OC(C)=O, CCOCC, CCOC(C)=O, CC(C)CC=O, ClCCl, Cl, Cl, CC(C)(C)NC(=O)C(N)Cc1ccc(OCc2ccccc2)cc1, [Na+], [Na+], O=C([O-])O. Yields the product Cl, CC(C)CCNC(Cc1ccc(OCc2ccccc2)cc1)C(=O)NC(C)(C)C. As a reaction SMILES: [C:32]([O:33][BH-:34]([O:35][C:36](=[O:37])[CH3:38])[O:39][C:40](=[O:41])[CH3:42])(=[O:43])[CH3:44].[CH2:55]([O:56][CH2:57][CH3:58])[CH3:59].[CH3:60][CH2:61][O:62][C:63]([CH3:64])=[O:65].[CH:26]([CH2:27][CH:28]([CH3:29])[CH3:30])=[O:31].[Cl:52][CH2:53][Cl:54].[ClH:1].[ClH:51].[NH2:2][CH:3]([C:4](=[O:5])[NH:6][C:7]([CH3:8])([CH3:9])[CH3:10])[CH2:11][c:12]1[cH:13][cH:14][c:15]([O:18][CH2:19][c:20]2[cH:21][cH:22][cH:23][cH:24][cH:25]2)[cH:16][cH:17]1.[Na+:45].[Na+:50].[O-:46][C:47]([OH:48])=[O:49]>>[ClH:1].[NH:2]([CH:3]([C:4](=[O:5])[NH:6][C:7]([CH3:8])([CH3:9])[CH3:10])[CH2:11][c:12]1[cH:13][cH:14][c:15]([O:18][CH2:19][c:20]2[cH:21][cH:22][cH:23][cH:24][cH:25]2)[cH:16][cH:17]1)[CH2:26][CH2:27][CH:28]([CH3:29])[CH3:30]. Starting materials: CN(C=CC(=O)C=1C=C(C=CC1)N(C(=O)C1CCC1)C)C (N-[3-[3-(dimethylamino)-1-oxo-2-propenyl]phenyl]-N-methylcyclobutanecarboxamide), NC1=NNC=C1C(C1=CC=CC=C1)=O (3-amino-4-benzoylpyrazole). The solvent is C(C)(=O)O (acetic acid). Yields the product C(C1=CC=CC=C1)(=O)C=1C=NN2C1N=CC=C2C=2C=C(C=CC2)N(C(=O)C2CCC2)C (N-[3-(3-Benzoylpyrazolo[1,5-a]pyrimidin-7-yl)phenyl]-N-methylcyclobutanecarboxamide). Reaction SMILES: C[N:2]([CH3:21])[CH:3]=[CH:4][C:5]([C:7]1[CH:8]=[C:9]([N:13]([CH3:20])[C:14]([CH:16]2[CH2:19][CH2:18][CH2:17]2)=[O:15])[CH:10]=[CH:11][CH:12]=1)=O.N[C:23]1[C:27]([C:28](=[O:35])[C:29]2[CH:34]=[CH:33][CH:32]=[CH:31][CH:30]=2)=C[NH:25][N:24]=1>C(O)(=O)C>[C:28]([C:27]1[CH:23]=[N:24][N:25]2[C:5]([C:7]3[CH:8]=[C:9]([N:13]([CH3:20])[C:14]([CH:16]4[CH2:17][CH2:18][CH2:19]4)=[O:15])[CH:10]=[CH:11][CH:12]=3)=[CH:4][CH:3]=[N:2][C:21]=12)(=[O:35])[C:29]1[CH:34]=[CH:33][CH:32]=[CH:31][CH:30]=1. Procedure details: A reaction mixture comprising 2.86 g of N-[3-[3-(dimethylamino)-1-oxo-2-propenyl]phenyl]-N-methylcyclobutanecarboxamide, 1.88 g of 3-amino-4-benzoylpyrazole and 100 ml of glacial acetic acid was refluxed for 8 hours and then the solvent was removed in vacuo. The residue was partitioned between saturated aqueous sodium bicarbonate and dichloromethane. The organic layer was dried over anhydrous sodium sulfate and then passed through a short pad of hydrous magnesium silicate. The addition of hexane... The reactants are CC(C)OC(=O)/N=N/C(=O)OC(C)C (DIAD), O1CCOC2=C1C=CC(=C2)CO (2,3-Dihydro-1,4-benzodioxin-6-ylmethanol), O=S1(N=C(C2=C1C=CC=C2)N[C@H](C(=O)OC)CC2=CC=C(C=C2)O)=O (methyl (2S)-2-[(1,1-dioxo-1,2-benzoisothiazol-3-yl)amino]-3-(4-hydroxyphenyl)-propionate), C1(=CC=CC=C1)P(C1=CC=CC=C1)C1=CC=CC=C1 (triphenylphosphine). Run in O1CCCC1 (tetrahydrofuran). Reaction conditions: temperature 5 celsius. The product is O=S1(N=C(C2=C1C=CC=C2)N[C@H](C(=O)OC)CC2=CC=C(C=C2)OCC2=CC1=C(OCCO1)C=C2)=O (Methyl (2S)-2-[(1,1-dioxo-1,2-benzoisothiazol-3-yl)amino]-3-[4-(2,3-dihydro-1,4-benzodioxin-6-ylmethoxy)phenyl]propionate). As a reaction SMILES: [O:1]1[C:6]2[CH:7]=[CH:8][C:9]([CH2:11][OH:12])=[CH:10][C:5]=2[O:4][CH2:3][CH2:2]1.[O:13]=[S:14]1(=[O:37])[C:18]2[CH:19]=[CH:20][CH:21]=[CH:22][C:17]=2[C:16]([NH:23][C@@H:24]([CH2:29][C:30]2[CH:35]=[CH:34][C:33](O)=[CH:32][CH:31]=2)[C:25]([O:27][CH3:28])=[O:26])=[N:15]1.C1(P(C2C=CC=CC=2)C2C=CC=CC=2)C=CC=CC=1.CC(OC(/N=N/C(OC(C)C)=O)=O)C>O1CCCC1>[O:13]=[S:14]1(=[O:37])[C:18]2[CH:19]=[CH:20][CH:21]=[CH:22][C:17]=2[C:16]([NH:23][C@@H:24]([CH2:29][C:30]2[CH:35]=[CH:34][C:33]([O:12][CH2:11][C:9]3[CH:8]=[CH:7][C:6]4[O:1][CH2:2][CH2:3][O:4][C:5]=4[CH:10]=3)=[CH:32][CH:31]=2)[C:25]([O:27][CH3:28])=[O:26])=[N:15]1. Reported procedure: 2,3-Dihydro-1,4-benzodioxin-6-ylmethanol (0.25 g, 1.5 mmol), methyl (2S)-2-[(1,1-dioxo-1,2-benzoisothiazol-3-yl)amino]-3-(4-hydroxyphenyl)-propionate (0.36 g, 1 mmol) and triphenylphosphine (0.79 g, 3 mmol) were dissolved in tetrahydrofuran (3 ml). After cooling to 5° C., DIAD (0.61 g, 3 mmol) was added to the reaction mixture. The reaction was then stirred at room temperature for 18–24 h. THF was evaporated to obtain crude title product. The reactants are CC(=O)OC(C)=O, COC(=O)C1CC2C3CCC4=CC(=O)C=CC4(C)C3C(O)CC2(C)C1C(=O)CO. The product is COC(=O)C1CC2C3CCC4=CC(=O)C=CC4(C)C3C(O)CC2(C)C1C(=O)COC(C)=O. RXN SMILES: [CH3:30][C:31](=[O:32])[O:33][C:34](=[O:35])[CH3:36].[OH:1][CH:2]1[CH:3]2[C:4]3([CH3:29])[CH:5]=[CH:6][C:7](=[O:28])[CH:8]=[C:9]3[CH2:10][CH2:11][CH:12]2[CH:13]2[CH2:14][CH:15]([C:24](=[O:25])[O:26][CH3:27])[CH:16]([C:17]([CH2:18][OH:19])=[O:20])[C:21]2([CH3:23])[CH2:22]1>>[OH:1][CH:2]1[CH:3]2[C:4]3([CH3:29])[CH:5]=[CH:6][C:7](=[O:28])[CH:8]=[C:9]3[CH2:10][CH2:11][CH:12]2[CH:13]2[CH2:14][CH:15]([C:24](=[O:25])[O:26][CH3:27])[CH:16]([C:17]([CH2:18][O:19][C:31]([CH3:30])=[O:32])=[O:20])[C:21]2([CH3:23])[CH2:22]1. Reactants: O (H2O), CN1CCN(CC1)C1=NN(C2=CC=C(C=C12)OC)S(=O)(=O)C1=CC=CC=C1 (3-(4-methyl-1-piperazinyl)-5-methoxy-1-phenylsulfonyl-1H-indazole), C([O-])([O-])=O.[K+].[K+] (potassium carbonate), N#CBr (cyanogen bromide). The solvent is CS(=O)C (dimethylsulfoxide), CS(=O)C (DMSO). Run at time 4 hour. Yields the product COC=1C=C2C(=NN(C2=CC1)S(=O)(=O)C1=CC=CC=C1)N1CCN(CC1)C#N (4-(5-methoxy-1-phenylsulfonyl-1H-indazol-3-yl)-1-piperazinecarbonitrile). Yield: 6.3%. As a reaction SMILES: [CH3:1][N:2]1[CH2:7][CH2:6][N:5]([C:8]2[C:16]3[C:11](=[CH:12][CH:13]=[C:14]([O:17][CH3:18])[CH:15]=3)[N:10]([S:19]([C:22]3[CH:27]=[CH:26][CH:25]=[CH:24][CH:23]=3)(=[O:21])=[O:20])[N:9]=2)[CH2:4][CH2:3]1.C(=O)([O-])[O-].[K+].[K+].[N:34]#CBr.O>CS(C)=O>[CH3:18][O:17][C:14]1[CH:15]=[C:16]2[C:11](=[CH:12][CH:13]=1)[N:10]([S:19]([C:22]1[CH:27]=[CH:26][CH:25]=[CH:24][CH:23]=1)(=[O:21])=[O:20])[N:9]=[C:8]2[N:5]1[CH2:4][CH2:3][N:2]([C:1]#[N:34])[CH2:7][CH2:6]1 |f:1.2.3|. Procedure details: To a stirred mixture of 3-(4-methyl-1-piperazinyl)-5-methoxy-1-phenylsulfonyl-1H-indazole (55.0 g, 0.14 mol) of Example 5d, potassium carbonate (22.0 g, 0.16 mol) and dimethylsulfoxide (DMSO) [500 ml] under N2 was added dropwise, cyanogen bromide (16.0 g, 0.15 mol) dissolved in DMSO (125 ml). The reaction was stirred at room temperature for 4 hours and was then poured into H2O (2.5 l). The solid which formed was collected and washed well with H2O. The solid was dried and weighed to yield 41.0 g.... Starting materials: CC(=O)[O-], Cc1ccccc1, O=Cc1ccc2ccccc2c1, C1CC[NH2+]CC1, [Na+], [Na+], O=S(=O)([O-])[O-], CC(C)(C)OC(=O)CC(=O)c1ccccc1O. The product is CC(C)(C)OC(=O)C(=Cc1ccc2ccccc2c1)C(=O)c1ccccc1O. Reaction SMILES: [C:30]([O-:31])(=[O:32])[CH3:33].[CH3:47][c:48]1[cH:49][cH:50][cH:51][cH:52][cH:53]1.[CH:18](=[O:19])[c:20]1[cH:21][cH:22][c:23]2[cH:24][cH:25][cH:26][cH:27][c:28]2[cH:29]1.[NH2+:34]1[CH2:35][CH2:36][CH2:37][CH2:38][CH2:39]1.[Na+:40].[Na+:41].[O-:42][S:43](=[O:44])(=[O:45])[O-:46].[OH:1][c:2]1[c:3]([C:8]([CH2:9][C:10](=[O:11])[O:12][C:13]([CH3:14])([CH3:15])[CH3:16])=[O:17])[cH:4][cH:5][cH:6][cH:7]1>>[OH:1][c:2]1[c:3]([C:8]([C:9]([C:10](=[O:11])[O:12][C:13]([CH3:14])([CH3:15])[CH3:16])=[CH:18][c:20]2[cH:21][cH:22][c:23]3[cH:24][cH:25][cH:26][cH:27][c:28]3[cH:29]2)=[O:17])[cH:4][cH:5][cH:6][cH:7]1. The reactants are CC1=CC=C(C=C1)CCOC1=CC=C(C=C1)[N+](=O)[O-] (4-[2-(4-methylphenyl)ethoxy]nitrobenzene), [OH-].[Na+] (sodium hydroxide), [S] (sulfur), CC(=O)C (acetone). Solvent: CO (methanol), O (water). Product: CC1=CC=C(C=C1)CCOC1=CC=C(N)C=C1 (4-[2-(4-Methylphenyl)ethoxy]aniline). The yield is 96.8%. RXN SMILES: [CH3:1][C:2]1[CH:7]=[CH:6][C:5]([CH2:8][CH2:9][O:10][C:11]2[CH:16]=[CH:15][C:14]([N+:17]([O-])=O)=[CH:13][CH:12]=2)=[CH:4][CH:3]=1.[OH-].[Na+].[S].CC(C)=O>O.CO>[CH3:1][C:2]1[CH:3]=[CH:4][C:5]([CH2:8][CH2:9][O:10][C:11]2[CH:12]=[CH:13][C:14]([NH2:17])=[CH:15][CH:16]=2)=[CH:6][CH:7]=1 |f:1.2,^3:21|. Procedure: 4-[2-(4-Methylphenyl)ethoxy]nitrobenzene (VI) (5.14 g, 0.02 mole), sodium hydroxide powder (3.0 g) and sulfur (1.6 g, 0.05 mole) were added to a mixture of acetone (20 ml) and methanol (20 ml), followed by heating under reflux for 5 hours. After cooling, the reaction mixture was diluted with water, extracted with ether and treated in the same manner as in Example 18 to obtain 4.4 g of 4-[2-(4-methylphenyl)ethoxy]aniline (V) (yield, 96.9%). The reactants are CC1=C(C(=CC(=C1)C)C)S(=O)(=O)[O-].N[N+]1=CC(=NC(=C1)Cl)OCC1=CC=CC=C1 (1-amino-3-(benzyloxy)-5-chloropyrazin-1-ium 2,4,6-trimethylbenzenesulfonate), C(#N)C1=C(C(=O)C(=C(C1=O)Cl)Cl)C#N (DDQ), C(C=C)#N (acrylonitrile), CCN(C(C)C)C(C)C (iPr2NEt). Run in O1CCOCC1 (1,4-dioxane). Reaction conditions: time 1.75 hour. Product: C(C1=CC=CC=C1)OC=1C=2N(C=C(N1)Cl)N=CC2C#N (4-(benzyloxy)-6-chloropyrazolo[1,5-a]pyrazine-3-carbonitrile). RXN SMILES: CC1C=C(C)C=C(C)C=1S([O-])(=O)=O.[NH2:14][N+:15]1[CH:20]=[C:19]([Cl:21])[N:18]=[C:17]([O:22][CH2:23][C:24]2[CH:29]=[CH:28][CH:27]=[CH:26][CH:25]=2)[CH:16]=1.[C:30](#[N:33])[CH:31]=[CH2:32].CCN(C(C)C)C(C)C.C(C1C(=O)C(Cl)=C(Cl)C(=O)C=1C#N)#N>O1CCOCC1>[CH2:23]([O:22][C:17]1[C:16]2[N:15]([N:14]=[CH:32][C:31]=2[C:30]#[N:33])[CH:20]=[C:19]([Cl:21])[N:18]=1)[C:24]1[CH:25]=[CH:26][CH:27]=[CH:28][CH:29]=1 |f:0.1|. Procedure: 1-amino-3-(benzyloxy)-5-chloropyrazin-1-ium 2,4,6-trimethylbenzenesulfonate (5.34) (657 mg, 1.51 mmol) was suspended in 1,4-dioxane (5.75 mL) and acrylonitrile (0.23 mL, 3.5 mmol) was added followed by iPr2NEt (0.32 mL, 1.9 mmol). The resulting mixture was stirred for 1.75 h at r.t. and DDQ (720 mg, 3.2 mmol) was added in one portion. The resulting mixture was stirred an additional 1 h and was then partitioned between EtOAc, water and brine. The phases were separated and the aqueous phase was ex...